Dataset: the Open Reaction Database (ORD), a public repository of structured organic reaction records. Task: describe an organic reaction: reactants, conditions, products, and yield Starting materials: FC1=C(C=C(C=C1)C)NC1=C(C=NC=2N1N=CC2C(=O)O)C(=O)N2CCC(CC2)C2=CC1=CC=CC=C1C=C2 (7-(2-Fluoro-5-methylphenylamino)-6-[4-(2-naphthyl)piperidine-1-carbonyl]pyrazolo[1,5-a]pyrimidine-3-carboxylic acid), C(C)S(=O)(=O)N (ethanesulfonamide). Product: FC1=C(C=C(C=C1)C)NC1=C(C=NC=2N1N=CC2C(=O)NS(=O)(=O)CC)C(=O)N2CCC(CC2)C2=CC1=CC=CC=C1C=C2 (N-{7-(2-Fluoro-5-methylphenylamino)-6-[4-(2-naphthyl)piperidine-1-carbonyl]pyrazolo[1,5-a]pyrimidine-3-carbonyl}ethanesulfonamide). Yield: 60.1%. RXN SMILES: [F:1][C:2]1[CH:7]=[CH:6][C:5]([CH3:8])=[CH:4][C:3]=1[NH:9][C:10]1[N:15]2[N:16]=[CH:17][C:18]([C:19]([OH:21])=O)=[C:14]2[N:13]=[CH:12][C:11]=1[C:22]([N:24]1[CH2:29][CH2:28][CH:27]([C:30]2[CH:39]=[CH:38][C:37]3[C:32](=[CH:33][CH:34]=[CH:35][CH:36]=3)[CH:31]=2)[CH2:26][CH2:25]1)=[O:23].[CH2:40]([S:42]([NH2:45])(=[O:44])=[O:43])[CH3:41]>>[F:1][C:2]1[CH:7]=[CH:6][C:5]([CH3:8])=[CH:4][C:3]=1[NH:9][C:10]1[N:15]2[N:16]=[CH:17][C:18]([C:19]([NH:45][S:42]([CH2:40][CH3:41])(=[O:44])=[O:43])=[O:21])=[C:14]2[N:13]=[CH:12][C:11]=1[C:22]([N:24]1[CH2:29][CH2:28][CH:27]([C:30]2[CH:39]=[CH:38][C:37]3[C:32](=[CH:33][CH:34]=[CH:35][CH:36]=3)[CH:31]=2)[CH2:26][CH2:25]1)=[O:23]. Procedure: In the same manner as in Example 1, step 6 and using 7-(2-fluoro-5-methylphenylamino)-6-[4-(2-naphthyl)piperidine-1-carbonyl]pyrazolo[1,5-a]pyrimidine-3-carboxylic acid (69 mg, 0.13 mmol) obtained in step 2 and ethanesulfonamide (68 mg, 0.65 mmol), the title compound (48 mg, 60%) was obtained.